Dataset: the Open Reaction Database (ORD), a public repository of structured organic reaction records. Task: describe an organic reaction: reactants, conditions, products, and yield Reactants: CI, CN(C)C=O, CCCCC(CO)(Cn1cncn1)c1ccc(Cl)cc1, [H-], [Na+]. Product: CCCCC(COC)(Cn1cncn1)c1ccc(Cl)cc1. As a reaction SMILES: [CH3:23][I:24].[CH3:25][N:26]([CH3:27])[CH:28]=[O:29].[Cl:3][c:4]1[cH:5][cH:6][c:7]([C:10]([CH2:11][OH:12])([CH2:13][CH2:14][CH2:15][CH3:16])[CH2:17][n:18]2[n:19][cH:20][n:21][cH:22]2)[cH:8][cH:9]1.[H-:1].[Na+:2]>>[Cl:3][c:4]1[cH:5][cH:6][c:7]([C:10]([CH2:11][O:12][CH3:23])([CH2:13][CH2:14][CH2:15][CH3:16])[CH2:17][n:18]2[n:19][cH:20][n:21][cH:22]2)[cH:8][cH:9]1. Reactants: COc1cc(B2OC(C)(C)C(C)(C)O2)ccc1O, CC(Nc1cncc(Cl)n1)c1ccccc1. Product: COc1cc(-c2cncc(NC(C)c3ccccc3)n2)ccc1O. Reaction SMILES: [CH3:17][O:18][c:19]1[c:20]([OH:34])[cH:21][cH:22][c:23]([B:25]2[O:26][C:27]([CH3:28])([CH3:29])[C:30]([CH3:31])([CH3:32])[O:33]2)[cH:24]1.[Cl:1][c:2]1[cH:3][n:4][cH:5][c:6]([NH:8][CH:9]([CH3:10])[c:11]2[cH:12][cH:13][cH:14][cH:15][cH:16]2)[n:7]1>>[c:2]1(-[c:23]2[cH:22][cH:21][c:20]([OH:34])[c:19]([O:18][CH3:17])[cH:24]2)[cH:3][n:4][cH:5][c:6]([NH:8][CH:9]([CH3:10])[c:11]2[cH:12][cH:13][cH:14][cH:15][cH:16]2)[n:7]1. The reactants are CC(C)(C)C1=CC(=C(C=C1C)O)C(C)C (4-(1,1-dimethylethyl)-2-(1-methylethyl)-5-methylphenol), C=O (formaldehyde), [OH-].[K+] (potassium hydroxide), poly(ethylene glycol), 300, O (water). Solvent: CCCCCC (hexane). Run at temperature 25 celsius. Yields the product CC(C)(C)C=1C=C(C(=C(C1C)CO)O)C(C)C (5-(1,1-dimethylethyl)-6-methyl-3-(1-methylethyl)-2-hydroxy benzenemethanol). The yield is 8.6%. RXN SMILES: [CH3:1][C:2]([C:5]1[C:10]([CH3:11])=[CH:9][C:8]([OH:12])=[C:7]([CH:13]([CH3:15])[CH3:14])[CH:6]=1)([CH3:4])[CH3:3].[CH2:16]=[O:17].[OH-].[K+].O>CCCCCC>[CH3:4][C:2]([C:5]1[CH:6]=[C:7]([CH:13]([CH3:15])[CH3:14])[C:8]([OH:12])=[C:9]([CH2:16][OH:17])[C:10]=1[CH3:11])([CH3:1])[CH3:3] |f:2.3|. Procedure: A mixture of 4-(1,1-dimethylethyl)-2-(1-methylethyl)-5-methylphenol (103.2 g, 0.5 mol), 40% formaldehyde solution (375 mL, 5 mol), potassium hydroxide (49.5 g, 0.75 mol) and poly(ethylene glycol) avg. M.W. 300 (1 g) was heated at reflux for 24 hour. The mixture was cooled to 25° C. and water (1 L) and hexane (700 mL) were added. The aqueous layer was extracted with hexane (2×100 mL). The combined organic extracts were washed with water (3×100 mL), brine (2×100 mL) and dried (Na2SO4). Evaporation... The reactants are C(C)(=O)O.C(=N)N (formamidine acetate), ClC=1C=CC(=C(C1)C=1NC(=CC1C#N)C(\C=C\N(C)C)=O)C (2-(5-chloro-2-methyl-phenyl)-5-((E)-3-dimethylamino-acryloyl)-1H-pyrrole-3-carbonitrile), O (water). Run in CN(C)C=O (DMF). Reaction conditions: temperature 150 celsius. Yields the product N1=CN=C(C=C1)C1=CC(=C(N1)C1=C(C=CC(=C1)Cl)C)C#N (5-(Pyrimidin-4-yl)-2-(5-chloro-2-methyl-phenyl)-1H-pyrrole-3-carbonitrile). RXN SMILES: [Cl:1][C:2]1[CH:3]=[CH:4][C:5]([CH3:22])=[C:6]([C:8]2[NH:9][C:10]([C:15](=O)/[CH:16]=[CH:17]/[N:18](C)[CH3:19])=[CH:11][C:12]=2[C:13]#[N:14])[CH:7]=1.C(O)(=O)C.C(N)=[NH:28].O>CN(C=O)C>[N:18]1[CH:17]=[CH:16][C:15]([C:10]2[NH:9][C:8]([C:6]3[CH:7]=[C:2]([Cl:1])[CH:3]=[CH:4][C:5]=3[CH3:22])=[C:12]([C:13]#[N:14])[CH:11]=2)=[N:28][CH:19]=1 |f:1.2|. Procedure details: To a suspension of 2-(5-chloro-2-methyl-phenyl)-5-((E)-3-dimethylamino-acryloyl)-1H-pyrrole-3-carbonitrile (313 mg, 1.0 mmol) in DMF (5 mL) was added formamidine acetate (208 mg, 2.0 mmol). The mixture was heated to 150° C. for 5 h under efficient stirring. The resulting mixture was diluted by dropwise addition of water and extracted with EtOAc. Starting materials: O[C@H]1[C@H](CC(=C[C@H]1NC(OC(C)(C)C)=O)C1=C(C=NC=C1)[N+](=O)[O-])C ((+/−)-Tert-butyl (1R,5 S,65)-6-hydroxy-5-methyl-3-(3-nitropyridin-4-yl)cyclohex-2-enylcarbamate), ICC (iodoethane). The reagents and catalysts are [Ag]=O (Silver oxide). Solvent: C1CCOC1 (THF). Reaction conditions: temperature 55 celsius, time 10 hour. Yields the product C(C)O[C@H]1[C@H](CC(=C[C@H]1NC(OC(C)(C)C)=O)C1=C(C=NC=C1)[N+](=O)[O-])C ((+/−)-tert-butyl (1R,5S,65)-6-ethoxy-5-methyl-3-(3-nitropyridin-4-yl)cyclohex-2-enylcarbamate). Yield: 31.0%. Reaction SMILES: [OH:1][C@@H:2]1[C@H:7]([NH:8][C:9](=[O:15])[O:10][C:11]([CH3:14])([CH3:13])[CH3:12])[CH:6]=[C:5]([C:16]2[CH:21]=[CH:20][N:19]=[CH:18][C:17]=2[N+:22]([O-:24])=[O:23])[CH2:4][C@@H:3]1[CH3:25].I[CH2:27][CH3:28]>C1COCC1.[Ag]=O>[CH2:27]([O:1][C@@H:2]1[C@H:7]([NH:8][C:9](=[O:15])[O:10][C:11]([CH3:12])([CH3:13])[CH3:14])[CH:6]=[C:5]([C:16]2[CH:21]=[CH:20][N:19]=[CH:18][C:17]=2[N+:22]([O-:24])=[O:23])[CH2:4][C@@H:3]1[CH3:25])[CH3:28]. Reported procedure: (+/−)-Tert-butyl (1R,5 S,65)-6-hydroxy-5-methyl-3-(3-nitropyridin-4-yl)cyclohex-2-enylcarbamate (1.0 equiv.) was suspended in iodoethane (100.0 equiv.). Silver oxide (6.0 equiv.) was added to the mixture and the reaction vessel was wrapped in foil (kept dark) and allowed to stir 55° C. for 10 hrs. The reaction was diluted with THF and filtered through a pad of celite. The celite cake was further washed with MeOH. The organics were concentrated and the crude was taken up in DCM, washed with NaHCO... The reactants are C(C)(C)(C)OC(NC1(CCC1)C1=CC=C(C=C1)C1=C(OC2=CC=C(C=C2C1=O)F)C1=CC=CC=C1)=O ({1-[4-(6-fluoro-4-oxo-2-phenyl-4H-chromen-3-yl)-phenyl]-cyclobutyl}-carbamic acid tert-butyl ester), IC1=C(OC2=C(C=CC=C2C1=O)OC)C1=CC=CC=C1 (3-iodo-8-methoxy-2-phenyl-chromen-4-one). Yields the product C(C)(C)(C)OC(NC1(CCC1)C1=CC=C(C=C1)C1=C(OC2=C(C=CC=C2C1=O)OC)C1=CC=CC=C1)=O ({1-[4-(8-Methoxy-4-oxo-2-phenyl-4H-chromen-3-yl)-phenyl]-cyclobutyl}-carbamic acid tert-butyl ester). The yield is 98.0%. RXN SMILES: [C:1]([O:5][C:6](=[O:36])[NH:7][C:8]1([C:12]2[CH:17]=[CH:16][C:15]([C:18]3[C:27](=[O:28])[C:26]4[C:21](=[CH:22][CH:23]=[C:24](F)[CH:25]=4)[O:20][C:19]=3[C:30]3[CH:35]=[CH:34][CH:33]=[CH:32][CH:31]=3)=[CH:14][CH:13]=2)[CH2:11][CH2:10][CH2:9]1)([CH3:4])([CH3:3])[CH3:2].IC1C(=O)C2C(=C(OC)C=CC=2)[O:40][C:39]=1C1C=CC=CC=1>>[C:1]([O:5][C:6](=[O:36])[NH:7][C:8]1([C:12]2[CH:17]=[CH:16][C:15]([C:18]3[C:27](=[O:28])[C:26]4[C:21](=[C:22]([O:40][CH3:39])[CH:23]=[CH:24][CH:25]=4)[O:20][C:19]=3[C:30]3[CH:35]=[CH:34][CH:33]=[CH:32][CH:31]=3)=[CH:14][CH:13]=2)[CH2:11][CH2:10][CH2:9]1)([CH3:4])([CH3:3])[CH3:2]. Procedure: Following the procedure used to prepare {1-[4-(6-fluoro-4-oxo-2-phenyl-4H-chromen-3-yl)-phenyl]-cyclobutyl}-carbamic acid tert-butyl ester, 3-iodo-8-methoxy-2-phenyl-chromen-4-one was reacted to give the title compound as a white solid (73 mg, 98%). LCMS (Method B): RT=4.84 min, [M+H]+=498. The reactants are c1ccc(COc2ccccc2C[P+](c2ccccc2)(c2ccccc2)c2ccccc2)cc1, CC#N, O=Cc1ccccc1, [Cl-], C1CCC2=NCCCN2CC1. Yields the product C(=Cc1ccccc1OCc1ccccc1)c1ccccc1. RXN SMILES: [CH2:10]([c:11]1[cH:12][cH:13][cH:14][cH:15][cH:16]1)[O:17][c:18]1[c:19]([CH2:20][P+:21]([c:22]2[cH:23][cH:24][cH:25][cH:26][cH:27]2)([c:28]2[cH:29][cH:30][cH:31][cH:32][cH:33]2)[c:34]2[cH:35][cH:36][cH:37][cH:38][cH:39]2)[cH:40][cH:41][cH:42][cH:43]1.[CH3:55][C:56]#[N:57].[CH:1](=[O:2])[c:3]1[cH:4][cH:5][cH:6][cH:7][cH:8]1.[Cl-:9].[N:44]12[CH2:45][CH2:46][CH2:47][N:48]=[C:49]1[CH2:50][CH2:51][CH2:52][CH2:53][CH2:54]2>>[CH:1]([c:3]1[cH:4][cH:5][cH:6][cH:7][cH:8]1)=[CH:20][c:19]1[c:18]([O:17][CH2:10][c:11]2[cH:12][cH:13][cH:14][cH:15][cH:16]2)[cH:43][cH:42][cH:41][cH:40]1.